From a dataset of the Open Reaction Database (ORD), a public repository of structured organic reaction records. describe an organic reaction: reactants, conditions, products, and yield Reactants: CCOc1cc(N2CCC(N3CCN(S(C)(=O)=O)CC3)CC2)c(CC)cc1[N+](=O)[O-], CCOC(C)=O. Yields the product CCOc1cc(N2CCC(N3CCN(S(C)(=O)=O)CC3)CC2)c(CC)cc1N. Reaction SMILES: [CH2:1]([CH3:2])[c:3]1[c:4]([N:15]2[CH2:16][CH2:17][CH:18]([N:21]3[CH2:22][CH2:23][N:24]([S:27](=[O:28])(=[O:29])[CH3:30])[CH2:25][CH2:26]3)[CH2:19][CH2:20]2)[cH:5][c:6]([O:12][CH2:13][CH3:14])[c:7]([N+:9]([O-:10])=[O:11])[cH:8]1.[CH3:31][CH2:32][O:33][C:34]([CH3:35])=[O:36]>>[CH2:1]([CH3:2])[c:3]1[c:4]([N:15]2[CH2:16][CH2:17][CH:18]([N:21]3[CH2:22][CH2:23][N:24]([S:27](=[O:28])(=[O:29])[CH3:30])[CH2:25][CH2:26]3)[CH2:19][CH2:20]2)[cH:5][c:6]([O:12][CH2:13][CH3:14])[c:7]([NH2:9])[cH:8]1. The reactants are ClCC1=NC(=CC=C1)SC1CCCC1 (2-Chloromethyl-6-cyclopentylsulfanyl-pyridine), C(C)OC(CCC1=CC(=C(C=C1)O)OC)=O (3-(4-hydroxy-3-methoxy-phenyl)-propionic acid ethyl ester). Yields the product C1(CCCC1)SC1=CC=CC(=N1)COC1=C(C=C(C=C1)CCC(=O)O)OC (3-[4-(6-cyclopentylsulfanyl-pyridin-2-ylmethoxy)-3-methoxy-phenyl]-propionic acid). The yield is 59.0%. As a reaction SMILES: Cl[CH2:2][C:3]1[CH:8]=[CH:7][CH:6]=[C:5]([S:9][CH:10]2[CH2:14][CH2:13][CH2:12][CH2:11]2)[N:4]=1.C([O:17][C:18](=[O:30])[CH2:19][CH2:20][C:21]1[CH:26]=[CH:25][C:24]([OH:27])=[C:23]([O:28][CH3:29])[CH:22]=1)C>>[CH:10]1([S:9][C:5]2[N:4]=[C:3]([CH2:2][O:27][C:24]3[CH:25]=[CH:26][C:21]([CH2:20][CH2:19][C:18]([OH:30])=[O:17])=[CH:22][C:23]=3[O:28][CH3:29])[CH:8]=[CH:7][CH:6]=2)[CH2:14][CH2:13][CH2:12][CH2:11]1. Reported procedure: 2-Chloromethyl-6-cyclopentylsulfanyl-pyridine (33 mg, 0.14 mmol) obtained in Step C of Preparation Example 27 and 3-(4-hydroxy-3-methoxy-phenyl)-propionic acid ethyl ester (36 mg, 0.15 mmol) obtained in Step C of Preparation Example 38 were used to react sequentially in the same manner as in Steps A and B of Example 1 to obtain the title compound (32 mg, 69%). Starting materials: C1CCOC1, CO, [Cl-], [Fe], [NH4+], O, CC(=O)Nc1ccc(Sc2ccc(O)cc2[N+](=O)[O-])cc1. Yields the product CC(=O)Nc1ccc(Sc2ccc(O)cc2N)cc1. As a reaction SMILES: [CH2:24]1[O:25][CH2:26][CH2:27][CH2:28]1.[CH3:30][OH:31].[Cl-:22].[Fe:32].[NH4+:23].[OH2:29].[OH:1][c:2]1[cH:3][c:4]([N+:19]([O-:20])=[O:21])[c:5]([S:8][c:9]2[cH:10][cH:11][c:12]([NH:15][C:16]([CH3:17])=[O:18])[cH:13][cH:14]2)[cH:6][cH:7]1>>[OH:1][c:2]1[cH:3][c:4]([NH2:19])[c:5]([S:8][c:9]2[cH:10][cH:11][c:12]([NH:15][C:16]([CH3:17])=[O:18])[cH:13][cH:14]2)[cH:6][cH:7]1.